From a dataset of the Open Reaction Database (ORD), a public repository of structured organic reaction records. describe an organic reaction: reactants, conditions, products, and yield Starting materials: [BH4-], CCO, COc1cccc(C2(O)CCN(CC(=O)c3ccc4c(c3F)CCC(=O)N4)CC2)c1, [Na+], O. The product is COc1cccc(C2(O)CCN(CC(O)c3ccc4c(c3F)CCC(=O)N4)CC2)c1. As a reaction SMILES: [BH4-:31].[CH3:34][CH2:35][OH:36].[F:1][c:2]1[c:3]2[c:8]([cH:9][cH:10][c:11]1[C:12]([CH2:13][N:14]1[CH2:15][CH2:16][C:17]([c:20]3[cH:21][c:22]([O:26][CH3:27])[cH:23][cH:24][cH:25]3)([OH:28])[CH2:18][CH2:19]1)=[O:29])[NH:7][C:6](=[O:30])[CH2:5][CH2:4]2.[Na+:32].[OH2:33]>>[F:1][c:2]1[c:3]2[c:8]([cH:9][cH:10][c:11]1[CH:12]([CH2:13][N:14]1[CH2:15][CH2:16][C:17]([c:20]3[cH:21][c:22]([O:26][CH3:27])[cH:23][cH:24][cH:25]3)([OH:28])[CH2:18][CH2:19]1)[OH:29])[NH:7][C:6](=[O:30])[CH2:5][CH2:4]2. The reactants are N[C@@H](C(=O)OC)CC1=CC(=C(C=C1)CC)CC (methyl (R)-2-amino-3-(3,4-diethyl-phenyl)-propionate), C(C)N(C(C)C)C(C)C (ethyldiisopropylamine), C1CCOC1 (THF), N1CCC(CC1)N1C(NC2=C(CC1)C=CC=C2)=O (3-piperidin-4-yl-1,3,4,5-tetrahydro-1,3-benzodiazepin-2-one). Product: C(C)C=1C=C(C=CC1CC)C[C@H](C(=O)OC)NC(=O)N1CCC(CC1)N1C(NC2=C(CC1)C=CC=C2)=O (methyl (R)-3-(3,4-diethyl-phenyl)-2-{[4-(2-oxo-1,2,4,5-tetrahydro-1,3-benzodiazepin-3-yl)-piperidine-1-carbonyl]-amino}-propionate). As a reaction SMILES: [NH2:1][C@H:2]([CH2:7][C:8]1[CH:13]=[CH:12][C:11]([CH2:14][CH3:15])=[C:10]([CH2:16][CH3:17])[CH:9]=1)[C:3]([O:5][CH3:6])=[O:4].C(N(C(C)C)C(C)C)C.[NH:27]1[CH2:32][CH2:31][CH:30]([N:33]2[CH2:39][CH2:38][C:37]3[CH:40]=[CH:41][CH:42]=[CH:43][C:36]=3[NH:35][C:34]2=[O:44])[CH2:29][CH2:28]1.C1C[O:48][CH2:47]C1>>[CH2:16]([C:10]1[CH:9]=[C:8]([CH2:7][C@@H:2]([NH:1][C:47]([N:27]2[CH2:28][CH2:29][CH:30]([N:33]3[CH2:39][CH2:38][C:37]4[CH:40]=[CH:41][CH:42]=[CH:43][C:36]=4[NH:35][C:34]3=[O:44])[CH2:31][CH2:32]2)=[O:48])[C:3]([O:5][CH3:6])=[O:4])[CH:13]=[CH:12][C:11]=1[CH2:14][CH3:15])[CH3:17]. Procedure: The mixture of 41.7 g (0.153 mol) methyl (R)-2-amino-3-(3,4-diethyl-phenyl)-propionate, 800 mL THF and 28 mL (0.161 mol) ethyldiisopropylamine was combined with 25.4 g (0.157 mol) CDT and then 38.0 g (0.155 mol) 3-piperidin-4-yl-1,3,4,5-tetrahydro-1,3-benzodiazepin-2-one while cooling with an ice bath and refluxed for 3 h with stirring. The reaction mixture was then extracted with 300 mL 10% citric acid solution, three times with 100 mL aliquots of water and 200 mL saturated NaCl solution, dried...